Dataset: the Open Reaction Database (ORD), a public repository of structured organic reaction records. Task: describe an organic reaction: reactants, conditions, products, and yield Starting materials: C(C)OC(C(CC1=C2C=CNC2=CC=C1)OCC)=O (rac-2-ethoxy-3-(1H-indol-4-yl)-propionic acid ethyl ester), ClCC=1N=C(SC1)C1=CC=C(C=C1)C(C)C (4-chloromethyl-2-(4-isopropyl-phenyl)-thiazole), [H-].[Na+] (sodium hydride). The solvent is CN(C=O)C (N,N-dimethylformamide). The product is C(C)OC(C(CC1=C2C=CN(C2=CC=C1)CC=1N=C(SC1)C1=CC=C(C=C1)C(C)C)OCC)=O (rac-2-ethoxy-3-{1-[2-(4-isopropyl-phenyl)-thiazol-4-ylmethyl]-1H-indol-4-yl}-propionic acid ethyl ester). RXN SMILES: [CH2:1]([O:3][C:4](=[O:19])[CH:5]([O:16][CH2:17][CH3:18])[CH2:6][C:7]1[CH:15]=[CH:14][CH:13]=[C:12]2[C:8]=1[CH:9]=[CH:10][NH:11]2)[CH3:2].Cl[CH2:21][C:22]1[N:23]=[C:24]([C:27]2[CH:32]=[CH:31][C:30]([CH:33]([CH3:35])[CH3:34])=[CH:29][CH:28]=2)[S:25][CH:26]=1.[H-].[Na+]>CN(C)C=O>[CH2:1]([O:3][C:4](=[O:19])[CH:5]([O:16][CH2:17][CH3:18])[CH2:6][C:7]1[CH:15]=[CH:14][CH:13]=[C:12]2[C:8]=1[CH:9]=[CH:10][N:11]2[CH2:21][C:22]1[N:23]=[C:24]([C:27]2[CH:32]=[CH:31][C:30]([CH:33]([CH3:35])[CH3:34])=[CH:29][CH:28]=2)[S:25][CH:26]=1)[CH3:2] |f:2.3|. Reported procedure: In analogy to the procedures described in examples 1 a] and 1 b], rac-2-ethoxy-3-(1H-indol-4-yl)-propionic acid ethyl ester was reacted with 4-chloromethyl-2-(4-isopropyl-phenyl)-thiazole in N,N-dimethylformamide in the presence of sodium hydride to yield rac-2-ethoxy-3-{1-[2-(4-isopropyl-phenyl)-thiazol-4-ylmethyl]-1H-indol-4-yl}-propionic acid ethyl ester, which was subsequently saponified to yield rac-2-ethoxy-3-{1-[2-(4-isopropyl-phenyl)-thiazol-4-ylmethyl]-1H-indol-4-yl}-propionic acid as l... Reactants: C(C)(C)(C)OC(NC1=CC=C(C=C1)SC1=C(C=C(C=C1)C(N[C@@H](C)C1=CC=CC=C1)=O)NC=1C2=C(N=CN1)N=C(C=C2)C(C)C)=O ((S)-{4-[2-(7-isopropyl-pyrido[2,3-d]pyrimidin-4-ylamino)-4-(1-phenyl-ethylcarbamoyl)-phenylsulfanyl]-phenyl}-carbamic acid tert-butyl ester), FC(C(=O)O)(F)F (trifluoroacetic acid), C(=O)([O-])[O-].[K+].[K+] (K2CO3), CCOC(=O)C (AcOEt). Run in ClCCl (dichloromethane). Conditions: time 1 hour. Yields the product NC1=CC=C(C=C1)SC1=C(C=C(C(=O)N[C@@H](C)C2=CC=CC=C2)C=C1)NC=1C2=C(N=CN1)N=C(C=C2)C(C)C ((S)-4-(4-Amino-phenylsulfanyl)-3-(7-isopropyl-pyrido[2,3-d]pyrimidin-4-ylamino)-N-(1-phenyl-ethyl)-benzamide). Yield: 84.6%. RXN SMILES: C(OC(=O)[NH:7][C:8]1[CH:13]=[CH:12][C:11]([S:14][C:15]2[CH:20]=[CH:19][C:18]([C:21](=[O:31])[NH:22][C@H:23]([C:25]3[CH:30]=[CH:29][CH:28]=[CH:27][CH:26]=3)[CH3:24])=[CH:17][C:16]=2[NH:32][C:33]2[C:34]3[CH:42]=[CH:41][C:40]([CH:43]([CH3:45])[CH3:44])=[N:39][C:35]=3[N:36]=[CH:37][N:38]=2)=[CH:10][CH:9]=1)(C)(C)C.FC(F)(F)C(O)=O.CCOC(C)=O.C([O-])([O-])=O.[K+].[K+]>ClCCl>[NH2:7][C:8]1[CH:13]=[CH:12][C:11]([S:14][C:15]2[CH:20]=[CH:19][C:18]([C:21]([NH:22][C@H:23]([C:25]3[CH:26]=[CH:27][CH:28]=[CH:29][CH:30]=3)[CH3:24])=[O:31])=[CH:17][C:16]=2[NH:32][C:33]2[C:34]3[CH:42]=[CH:41][C:40]([CH:43]([CH3:45])[CH3:44])=[N:39][C:35]=3[N:36]=[CH:37][N:38]=2)=[CH:10][CH:9]=1 |f:3.4.5|. Procedure details: To a solution of (S)-{4-[2-(7-isopropyl-pyrido[2,3-d]pyrimidin-4-ylamino)-4-(1-phenyl-ethylcarbamoyl)-phenylsulfanyl]-phenyl}-carbamic acid tert-butyl ester (80 mg) in dichloromethane (1.6 mL) was added trifluoroacetic acid [TFA] (0.40 mL) dropwise at room temperature and the mixture was stirred at room temperature for 1 hour. The reaction mixture was portioned between AcOEt and aqueous K2CO3. The organic layer was separated, washed with H2O and brine, dried over MgSO4, and evaporated to pale ye...